describe an organic reaction: reactants, conditions, products, and yield From a dataset of the Open Reaction Database (ORD), a public repository of structured organic reaction records. The reactants are CCn1cc(C(=O)O)cc(C)c1=O, CC(N)C(N)(c1ccc(F)cc1)c1ccc(F)nc1. The product is CCn1cc(C2=NC(c3ccc(F)cc3)(c3ccc(F)nc3)C(C)N2)cc(C)c1=O. RXN SMILES: [CH2:20]([CH3:21])[n:22]1[c:23](=[O:32])[c:24]([CH3:31])[cH:25][c:26]([C:28]([OH:29])=[O:30])[cH:27]1.[F:1][c:2]1[cH:3][cH:4][c:5]([C:8]([CH:9]([CH3:10])[NH2:11])([NH2:12])[c:13]2[cH:14][n:15][c:16]([F:19])[cH:17][cH:18]2)[cH:6][cH:7]1>>[F:1][c:2]1[cH:3][cH:4][c:5]([C:8]2([c:13]3[cH:14][n:15][c:16]([F:19])[cH:17][cH:18]3)[CH:9]([CH3:10])[NH:11][C:28]([c:26]3[cH:25][c:24]([CH3:31])[c:23](=[O:32])[n:22]([CH2:20][CH3:21])[cH:27]3)=[N:12]2)[cH:6][cH:7]1. Starting materials: [H-].[H-].[H-].[H-].[Li+].[Al+3] (LiAlH4), C(C)OC(=O)C1=COC2=C1C=CC(=C2)F (6-Fluoro-benzofuran-3-carboxylic acid ethyl ester), [OH-].[Na+] (NaOH). Solvent: C1CCOC1 (THF), C1CCOC1 (THF), C1CCOC1 (THF). Reaction conditions: temperature 0 celsius, time 2 hour. Product: FC1=CC2=C(C(=CO2)CO)C=C1 ((6-Fluoro-benzofuran-3-yl)-methanol). Isolated yield 84.2%. RXN SMILES: [H-].[H-].[H-].[H-].[Li+].[Al+3].C([O:9][C:10]([C:12]1[C:16]2[CH:17]=[CH:18][C:19]([F:21])=[CH:20][C:15]=2[O:14][CH:13]=1)=O)C.[OH-].[Na+]>C1COCC1>[F:21][C:19]1[CH:18]=[CH:17][C:16]2[C:12]([CH2:10][OH:9])=[CH:13][O:14][C:15]=2[CH:20]=1 |f:0.1.2.3.4.5,7.8|. Reported procedure: 1M LiAlH4-solution in THF (75.9 ml, 75.9 mmol) is diluted with 100 ml of THF and cooled to 0° C. 110 (7.9 g, 37.9 mmol) is dissolved in 100 ml of THF and added dropwise within 30 min. After completed addition the mixture is allowed to stir at rt for 2 h. Then the reaction mixture is cooled to −15° C. and 10 ml of a 1M NaOH solution is added very slowly. The mixture is filtrated over celite and evaporation under reduced pressure gave 5.3 g of a yellow oil.